From a dataset of the Open Reaction Database (ORD), a public repository of structured organic reaction records. describe an organic reaction: reactants, conditions, products, and yield Reactants: COC1=CC=2C3=CC=CC(=C3C3=CC=CC=C3C2C=C1)OC (2,9-dimethoxytriphenylene), Cl.N1=CC=CC=C1 (pyridine hydrochloride). Solvent: O (water). Reaction conditions: temperature 220 celsius. Product: OC1=CC=2C3=CC=CC(=C3C3=CC=CC=C3C2C=C1)O (2,9-dihydroxytriphenylene). Isolated yield 98.8%. Reaction SMILES: C[O:2][C:3]1[CH:20]=[CH:19][C:18]2[C:17]3[C:12](=[CH:13][CH:14]=[CH:15][CH:16]=3)[C:11]3[C:6](=[CH:7][CH:8]=[CH:9][C:10]=3[O:21]C)[C:5]=2[CH:4]=1.Cl.N1C=CC=CC=1>O>[OH:2][C:3]1[CH:20]=[CH:19][C:18]2[C:17]3[C:12](=[CH:13][CH:14]=[CH:15][CH:16]=3)[C:11]3[C:6](=[CH:7][CH:8]=[CH:9][C:10]=3[OH:21])[C:5]=2[CH:4]=1 |f:1.2|. Procedure details: 2,9-dimethoxytriphenylene (49.1 g, 0.170 mol) and pyridine hydrochloride (200 g, 1.70 mol) were placed in a 500 mL round-bottom flask equipped with a stir bar, reflux condenser, and a nitrogen inlet and heated at 220° C. for 90 minutes. The solution was cooled and water was added, resulting in the formation of a white precipitate, which was collected by vacuum filtration, washed with water, and dried in vacuo to yield 43.7 g (96%) of 2,9-dihydroxytriphenylene. Reactants: C(C)(C)(C)N1N=C(C=C1C1=CC=C(C=C1)F)CCC=O (3-(1-tert-butyl-5-(4-fluorophenyl)-1H-pyrazol-3-yl)propanal), [BH-](OC(=O)C)(OC(=O)C)OC(=O)C.[Na+] (NaBH(OAc)3), CC1=C(C=CC(=C1)C)N1CCNCC1 (1-(2,4-dimethylphenyl)piperazine), CCN(C(C)C)C(C)C (DIPEA). Yields the product C(C)(C)(C)N1N=C(C=C1C1=CC=C(C=C1)F)CCCN1CCN(CC1)C1=C(C=C(C=C1)C)C (1-(3-(1-tert-butyl-5-(4-fluorophenyl)-1H-pyrazol-3-yl)propyl)-4-(2,4-dimethylphenyl)piperazine). As a reaction SMILES: [C:1]([N:5]1[C:9]([C:10]2[CH:15]=[CH:14][C:13]([F:16])=[CH:12][CH:11]=2)=[CH:8][C:7]([CH2:17][CH2:18][CH:19]=O)=[N:6]1)([CH3:4])([CH3:3])[CH3:2].[CH3:21][C:22]1[CH:27]=[C:26]([CH3:28])[CH:25]=[CH:24][C:23]=1[N:29]1[CH2:34][CH2:33][NH:32][CH2:31][CH2:30]1.CCN(C(C)C)C(C)C.[BH-](OC(C)=O)(OC(C)=O)OC(C)=O.[Na+]>>[C:1]([N:5]1[C:9]([C:10]2[CH:15]=[CH:14][C:13]([F:16])=[CH:12][CH:11]=2)=[CH:8][C:7]([CH2:17][CH2:18][CH2:19][N:32]2[CH2:33][CH2:34][N:29]([C:23]3[CH:24]=[CH:25][C:26]([CH3:28])=[CH:27][C:22]=3[CH3:21])[CH2:30][CH2:31]2)=[N:6]1)([CH3:4])([CH3:3])[CH3:2] |f:3.4|. Procedure: 139 mg (79%) of target compound was obtained by using a method same as in Example 1 by using 3-(1-tert-butyl-5-(4-fluorophenyl)-1H-pyrazol-3-yl)propanal (100 mg, 0.365 mmol), 1-(2,4-dimethylphenyl)piperazine (69 mg, 0.365 mmol), DIPEA (0.1 mL, 0.548 mmol) and NaBH(OAc)3 (232 mg, 1.095 mmol). Reactants: BrC=1C(C(CC1OC)CC1CCOCC1)=O (2-bromo-3-methoxy-5-(tetrahydro-pyran-4-ylmethyl)-cyclopent-2-enone), CN1N=CC=2C(=C(C=CC12)C)B(O)O (1,5-dimethyl-1H-indazole-4-boronic acid), [O-]P(=O)([O-])[O-].[K+].[K+].[K+] (potassium phosphate tribasic), C1(CCCCC1)P(C1=C(C=CC=C1)C1=C(C=CC=C1OC)OC)C1CCCCC1 (2-dicyclohexylphosphino-2′,6′-dimethoxybiphenyl). The reagents and catalysts are C(C)(=O)[O-].[Pd+2].C(C)(=O)[O-] (palladium acetate). Solvent: O (water). Run at temperature 140 celsius. Product: CN1N=CC2=C(C(=CC=C12)C)C=1C(C(CC1OC)CC1CCOCC1)=O (2-(1,5-Dimethyl-1H-indazol-4-yl)-3-methoxy-5-(tetrahydro-pyran-4-ylmethyl)-cyclopent-2-enone). Yield: 23.1%. Reaction SMILES: Br[C:2]1[C:3](=[O:16])[CH:4]([CH2:9][CH:10]2[CH2:15][CH2:14][O:13][CH2:12][CH2:11]2)[CH2:5][C:6]=1[O:7][CH3:8].[CH3:17][N:18]1[C:26]2[CH:25]=[CH:24][C:23]([CH3:27])=[C:22](B(O)O)[C:21]=2[CH:20]=[N:19]1.[O-]P([O-])([O-])=O.[K+].[K+].[K+].C1(P(C2CCCCC2)C2C=CC=CC=2C2C(OC)=CC=CC=2OC)CCCCC1>O.C([O-])(=O)C.[Pd+2].C([O-])(=O)C>[CH3:17][N:18]1[C:26]2[C:21](=[C:22]([C:2]3[C:3](=[O:16])[CH:4]([CH2:9][CH:10]4[CH2:15][CH2:14][O:13][CH2:12][CH2:11]4)[CH2:5][C:6]=3[O:7][CH3:8])[C:23]([CH3:27])=[CH:24][CH:25]=2)[CH:20]=[N:19]1 |f:2.3.4.5,8.9.10|. Procedure: To a stirred suspension of the 2-bromo-3-methoxy-5-(tetrahydro-pyran-4-ylmethyl)-cyclopent-2-enone (150 mg, 0.5 mmol), 1,5-dimethyl-1H-indazole-4-boronic acid (148 mg, 0.78 mmol) and freshly powdered potassium phosphate tribasic (221 mg, 1 mmol) in anhydrous, de-gassed toluene (1.5 ml) under a nitrogen atmosphere were added palladium acetate (6 mg, 0.03 mmol) and 2-dicyclohexylphosphino-2′,6′-dimethoxybiphenyl (21 mg, 0.05 mmol). The reaction was heated to 140° C. for 30 minutes in the microwave... Reactants: C(C)(C)(C)C=1C=C(C=O)C=C(C1O)C(C)(C)C (3,5-di-tert-butyl-4-hydroxybenzaldehyde), NCCC(=O)O (β-alanine), SCC(=O)O (α-mercaptoacetic acid). Run in C1=CC=CC=C1 (benzene). The product is C(C)(C)(C)C=1C=C(C=C(C1O)C(C)(C)C)C1SCC(N1CCC(=O)O)=O (2-(3,5-di-tert-butyl-4-hydroxyphenyl)-3-(2-carboxyethyl)-1,3-thiazolidin-4-one). The yield is 67.4%. As a reaction SMILES: [C:1]([C:5]1[CH:6]=[C:7]([CH:10]=[C:11]([C:14]([CH3:17])([CH3:16])[CH3:15])[C:12]=1[OH:13])[CH:8]=O)([CH3:4])([CH3:3])[CH3:2].[NH2:18][CH2:19][CH2:20][C:21]([OH:23])=[O:22].[SH:24][CH2:25][C:26](O)=[O:27]>C1C=CC=CC=1>[C:1]([C:5]1[CH:6]=[C:7]([CH:8]2[N:18]([CH2:19][CH2:20][C:21]([OH:23])=[O:22])[C:26](=[O:27])[CH2:25][S:24]2)[CH:10]=[C:11]([C:14]([CH3:17])([CH3:16])[CH3:15])[C:12]=1[OH:13])([CH3:4])([CH3:3])[CH3:2]. Procedure details: In benzene (500 ml) were suspended 3,5-di-tert-butyl-4-hydroxybenzaldehyde (50.0 g) and β-alanine (20.0 g) under a nitrogen atmosphere. A Dean-Stark trap was fitted to the reactor, and the suspension was refluxed for 1 hour. After allowing the mixture to cool, α-mercaptoacetic acid (23.6 g) was added, then the mixture was further refluxed for 24 hours. After removal of benzene by evaporation, water (500 ml) was added to the residue, and the mixture was extracted with chloroform. The organic laye... Starting materials: N1C(C2(C3=CC=CC=C13)COC=1C2=CC2=C(OCO2)C1)=O (spiro[furo[2,3-f][1,3]benzodioxole-7,3′-indol]-2′(1′H)-one), BrCC=1OC(=CC1)C(F)(F)F (2-(bromomethyl)-5-(trifluoromethyl)furan), CC1(C=2C(OC1)=CC=1OCC3(C(NC4=CC=CC=C34)=O)C1C2)C (5,5-dimethyl-5,6-dihydrospiro[benzo[1,2-b:5,4-b′]difuran-3,3′-indol]-2′(1′H)-one), BrCC1=CC=C(C=C1)OC(F)(F)F (1-(bromomethyl)-4-(trifluoromethoxy)benzene). Yields the product FC(OC1=CC=C(CN2C(C3(C4=CC=CC=C24)COC=2C3=CC3=C(OCO3)C2)=O)C=C1)(F)F (1′[4-(trifluoromethoxy)benzyl]spiro[furo[2,3-f][1,3]benzodioxole-7,3′-indol]-2′(1′H)-one). RXN SMILES: [NH:1]1[C:9]2[C:4](=[CH:5][CH:6]=[CH:7][CH:8]=2)[C:3]2([C:13]3=[CH:14][C:15]4[O:19][CH2:18][O:17][C:16]=4[CH:20]=[C:12]3[O:11][CH2:10]2)[C:2]1=[O:21].CC1(C)COC2=CC3OCC4(C=3C=C12)C1C(=CC=CC=1)NC4=O.Br[CH2:46][C:47]1[CH:52]=[CH:51][C:50]([O:53][C:54]([F:57])([F:56])[F:55])=[CH:49][CH:48]=1.BrCC1OC(C(F)(F)F)=CC=1>>[F:55][C:54]([F:56])([F:57])[O:53][C:50]1[CH:51]=[CH:52][C:47]([CH2:46][N:1]2[C:9]3[C:4](=[CH:5][CH:6]=[CH:7][CH:8]=3)[C:3]3([C:13]4=[CH:14][C:15]5[O:19][CH2:18][O:17][C:16]=5[CH:20]=[C:12]4[O:11][CH2:10]3)[C:2]2=[O:21])=[CH:48][CH:49]=1. Reported procedure: Following the procedure described in EXAMPLE 10.21, and making non-critical variations using spiro[furo[2,3-f][1,3]benzodioxole-7,3′-indol]-2′(1′H)-one to replace 5,5-dimethyl-5,6-dihydrospiro[benzo[1,2-b:5,4-b′]difuran-3,3′-indol]-2′(1′H)-one, and 1-(bromomethyl)-4-(trifluoromethoxy)benzene to replace 2-(bromomethyl)-5-(trifluoromethyl)furan, the title compound was obtained (50%) as a white solid: mp 99-101° C.; MS (ES+) m/z 456.3 (M+1). Reactants: BrCC=1N=C(OC1)C (4-bromomethyl-2-methyl-oxazole), C(C)N (ethylamine). Solvent: C1CCOC1 (THF). Product: C(C)NCC=1N=C(OC1)C (ethyl-(2-methyl-oxazol-4-ylmethyl)-amine). RXN SMILES: Br[CH2:2][C:3]1[N:4]=[C:5]([CH3:8])[O:6][CH:7]=1.[CH2:9]([NH2:11])[CH3:10]>C1COCC1>[CH2:9]([NH:11][CH2:2][C:3]1[N:4]=[C:5]([CH3:8])[O:6][CH:7]=1)[CH3:10]. Procedure: prepared by reaction of 4-bromomethyl-2-methyl-oxazole (prepared according to Pattenden G. et al, Org. & Biomolecular Chem., 2003, 1, 23, 4173-4208) with 2M ethylamine in THF. The reactants are C1(CC1)N1C=C(C(C2=CC(=C(C(=C12)F)NCCO)F)=O)C(=O)OCC (ethyl 1-cyclopropyl-6,8-difluoro-7-(2-hydroxyethylamino)-1,4-dihydro-4-oxoquinoline-3-carboxylate), C1(=CC=C(C=C1)S(=O)(=O)O)C (p-toluenesulfonic acid), C(C)OCOCC (diethoxymethane), C(C)#N (acetonitrile). Run in C(Cl)(Cl)Cl (chloroform). Conditions: time 3 hour. The product is C1(CC1)N1C=C(C(C2=CC(=C(C(=C12)F)N1COCC1)F)=O)C(=O)OCC (Ethyl 1-cyclopropyl-6,8-difluoro-7-(3-oxazolidinyl)-1,4-dihydro-4-oxoquinoline-3-carboxylate). As a reaction SMILES: [CH:1]1([N:4]2[C:13]3[C:8](=[CH:9][C:10]([F:19])=[C:11]([NH:15][CH2:16][CH2:17][OH:18])[C:12]=3[F:14])[C:7](=[O:20])[C:6]([C:21]([O:23][CH2:24][CH3:25])=[O:22])=[CH:5]2)[CH2:3][CH2:2]1.[C:26]1(C)C=CC(S(O)(=O)=O)=CC=1.C(OCOCC)C.C(#N)C>C(Cl)(Cl)Cl>[CH:1]1([N:4]2[C:13]3[C:8](=[CH:9][C:10]([F:19])=[C:11]([N:15]4[CH2:16][CH2:17][O:18][CH2:26]4)[C:12]=3[F:14])[C:7](=[O:20])[C:6]([C:21]([O:23][CH2:24][CH3:25])=[O:22])=[CH:5]2)[CH2:3][CH2:2]1. Procedure: A mixture of 0.70 g of ethyl 1-cyclopropyl-6,8-difluoro-7-(2-hydroxyethylamino)-1,4-dihydro-4-oxoquinoline-3-carboxylate, 0.08 g of p-toluenesulfonic acid, 2.08 g of diethoxymethane and 20 ml of acetonitrile was stirred for 3 hours under reflux. The reaction mixture was allowed to cool down, followed by the addition of 100 ml of chloroform. The resultant mixture was washed successively with 5% aq. sodium carbonate solution and saturated saline, dried over anhydrous magnesium sulfate, and then co...